Dataset: the Open Reaction Database (ORD), a public repository of structured organic reaction records. Task: describe an organic reaction: reactants, conditions, products, and yield Reactants: 10, NC(=O)C1=C(C=CC=C1)NC(CCCN1CCC(CC1)C(C1=CC=C(C=C1)F)=O)=O (N-[2-(aminocarbonyl)phenyl]-4-(4-fluorobenzoyl)-1-piperidinebutanamide), [OH-].[Na+] (sodium hydroxide). Solvent: C(C)O (ethanol). Yields the product FC1=CC=C(C(=O)C2CCN(CC2)CCCC2=NC3=CC=CC=C3C(N2)=O)C=C1 (2-[3-[4-(4-fluorobenzoyl)-1-piperidinyl]propyl]-4(3H)-quinazolinone). Yield: 10.5%. As a reaction SMILES: [NH2:1][C:2]([C:4]1[CH:9]=[CH:8][CH:7]=[CH:6][C:5]=1[NH:10][C:11](=O)[CH2:12][CH2:13][CH2:14][N:15]1[CH2:20][CH2:19][CH:18]([C:21](=[O:29])[C:22]2[CH:27]=[CH:26][C:25]([F:28])=[CH:24][CH:23]=2)[CH2:17][CH2:16]1)=[O:3].[OH-].[Na+]>C(O)C>[F:28][C:25]1[CH:26]=[CH:27][C:22]([C:21]([CH:18]2[CH2:19][CH2:20][N:15]([CH2:14][CH2:13][CH2:12][C:11]3[NH:1][C:2](=[O:3])[C:4]4[C:5](=[CH:6][CH:7]=[CH:8][CH:9]=4)[N:10]=3)[CH2:16][CH2:17]2)=[O:29])=[CH:23][CH:24]=1 |f:1.2|. Procedure details: A mixture of 10 parts of N-[2-(aminocarbonyl)phenyl]-4-(4-fluorobenzoyl)-1-piperidinebutanamide, 60 parts of sodium hydroxide solution 2 N and 80 parts of ethanol is stirred and refluxed for 1.50 hours. The reaction mixture is evaporated and water is added to the residue. The oily product is dissolved in trichloromethane. The solution is dried, filtered and evaporated. The residue is crystallized twice from 4-methyl-2-pentanone. The product is filtered off and dried, yielding 1 part (10.5%) of 2... Starting materials: C([O-])([O-])=O.[Na+].[Na+] (sodium carbonate), C(C)(=O)[O-].[Na+] (sodium acetate), C(C)OCOCC (formaldehyde diethyl acetal), P(=O)(Cl)(Cl)Cl (phosphoryl chloride), C1C2[C@H]1C(C=C1CC[C@H]3[C@@H]4CCC([C@@]4(C)CC[C@@H]3[C@@]21C)=O)=O (1,2β-methylenandrost-4-ene-3,17-dione). The solvent is C(Cl)(Cl)Cl (chloroform). Yields the product C1C2[C@H]1C(C=C1C(C[C@H]3[C@@H]4CCC([C@@]4(C)CC[C@@H]3[C@@]21C)=O)=C)=O (1,2β-methylene-6-methylenandrost-4-ene-3,17-dione). The yield is 60.0%. Reaction SMILES: [C:1]([O-])(=O)C.[Na+].C(OCOCC)C.P(Cl)(Cl)(Cl)=O.[CH2:18]1[C@@H:20]2[C:21](=[O:39])[CH:22]=[C:23]3[C@:36]([CH3:37])([CH:19]12)[C@@H:35]1[C@H:26]([C@H:27]2[C@@:31]([CH2:33][CH2:34]1)([CH3:32])[C:30](=[O:38])[CH2:29][CH2:28]2)[CH2:25][CH2:24]3.C(=O)([O-])[O-].[Na+].[Na+]>C(Cl)(Cl)Cl>[CH2:18]1[C@@H:20]2[C:21](=[O:39])[CH:22]=[C:23]3[C@:36]([CH3:37])([CH:19]12)[C@@H:35]1[C@H:26]([C@H:27]2[C@@:31]([CH2:33][CH2:34]1)([CH3:32])[C:30](=[O:38])[CH2:29][CH2:28]2)[CH2:25][C:24]3=[CH2:1] |f:0.1,5.6.7|. Reported procedure: A mixture of sodium acetate (1 g), absolute chloroform (30 ml), formaldehyde diethyl acetal (30 ml, 0.24 mol), phosphoryl chloride (3.8 ml, 40 mmol), and 1,2β-methylenandrost-4-ene-3,17-dione (0.806 g, 2.7 mmol) is stirred at reflux for about 7 hours, i.e. until the starting material has disappeared. The suspension is allowed to cool and under vigorous stirring a saturated sodium carbonate solution is added dropwise until the pH of the aqueous layer becomes alkaline (about 1 hour). The organic l...